This data is from the Open Reaction Database (ORD), a public repository of structured organic reaction records. The task is: describe an organic reaction: reactants, conditions, products, and yield The reactants are N1(CCOCC1)C=1N=C(NC(C1)=O)CC(=O)[O-].[Na+] (sodium [4-(morpholin-4-yl)-6-oxo-1,6-dihydropyrimidin-2-yl]acetate), O1CCNC2=C1C(=CC=C2)N (3,4-dihydro-2H-1,4-benzoxazin-8-ylamine), Cl.CN(CCCN=C=NCC)C (N-[3-(dimethylamino)propyl]-N′-ethylcarbodiimide hydrochloride). The solvent is N1=CC=CC=C1 (pyridine), CN(C=O)C (N,N-dimethylformamide). Product: O1CCNC2=C1C(=CC=C2)NC(CC=2NC(C=C(N2)N2CCOCC2)=O)=O (N-(3,4-dihydro-2H-1,4-benzoxazin-8-yl)-2-[4-(morpholin-4-yl)-6-oxo-1,6-dihydropyrimidin-2-yl]acetamide). The yield is 26.9%. RXN SMILES: [N:1]1([C:7]2[N:8]=[C:9]([CH2:14][C:15]([O-:17])=O)[NH:10][C:11](=[O:13])[CH:12]=2)[CH2:6][CH2:5][O:4][CH2:3][CH2:2]1.[Na+].[O:19]1[C:24]2[C:25]([NH2:29])=[CH:26][CH:27]=[CH:28][C:23]=2[NH:22][CH2:21][CH2:20]1.Cl.CN(C)CCCN=C=NCC>N1C=CC=CC=1.CN(C)C=O>[O:19]1[C:24]2[C:25]([NH:29][C:15](=[O:17])[CH2:14][C:9]3[NH:10][C:11](=[O:13])[CH:12]=[C:7]([N:1]4[CH2:2][CH2:3][O:4][CH2:5][CH2:6]4)[N:8]=3)=[CH:26][CH:27]=[CH:28][C:23]=2[NH:22][CH2:21][CH2:20]1 |f:0.1,3.4|. Procedure details: The product is prepared according to the procedure described in example 5, using 261 mg of sodium [4-(morpholin-4-yl)-6-oxo-1,6-dihydropyrimidin-2-yl]acetate, 166 mg of 3,4-dihydro-2H-1,4-benzoxazin-8-ylamine and 249 mg of N-[3-(dimethylamino)propyl]-N′-ethylcarbodiimide hydrochloride in a mixture of 162 μl of pyridine and 4.0 ml of N,N-dimethylformamide. 100 mg of N-(3,4-dihydro-2H-1,4-benzoxazin-8-yl)-2-[4-(morpholin-4-yl)-6-oxo-1,6-dihydropyrimidin-2-yl]acetamide are obtained in the form of a... Starting materials: ClC1=NN=C(C2=CC=CC=C12)N1[C@H](CN(CC1)C(=O)OC(C)(C)C)C ((S)-tert-butyl 4-(4-chlorophthalazin-1-yl)-3-methylpiperazine-1-carboxylate), C(#N)C1=CC=C(C=C1)B(O)O (4-cyanophenylboronic acid), C([O-])([O-])=O.[Cs+].[Cs+] (cesium carbonate), (SP-4-1)-bis[bis(1,1-dimethylethyl)(4-methoxyphenyl)phosphine-κP]dichloro-palladium. Run in O1CCOCC1 (1,4-dioxane), O (water). The product is C(#N)C1=CC=C(C=C1)C1=NN=C(C2=CC=CC=C12)N1[C@H](CN(CC1)C(=O)OC(C)(C)C)C ((S)-tert-Butyl 4-(4-(4-cyanophenyl)phthalazin-1-yl)-3-methylpiperazine-1-carboxylate). Isolated yield 94.4%. RXN SMILES: Cl[C:2]1[C:11]2[C:6](=[CH:7][CH:8]=[CH:9][CH:10]=2)[C:5]([N:12]2[CH2:17][CH2:16][N:15]([C:18]([O:20][C:21]([CH3:24])([CH3:23])[CH3:22])=[O:19])[CH2:14][C@@H:13]2[CH3:25])=[N:4][N:3]=1.[C:26]([C:28]1[CH:33]=[CH:32][C:31](B(O)O)=[CH:30][CH:29]=1)#[N:27].C(=O)([O-])[O-].[Cs+].[Cs+]>O1CCOCC1.O>[C:26]([C:28]1[CH:33]=[CH:32][C:31]([C:2]2[C:11]3[C:6](=[CH:7][CH:8]=[CH:9][CH:10]=3)[C:5]([N:12]3[CH2:17][CH2:16][N:15]([C:18]([O:20][C:21]([CH3:24])([CH3:23])[CH3:22])=[O:19])[CH2:14][C@@H:13]3[CH3:25])=[N:4][N:3]=2)=[CH:30][CH:29]=1)#[N:27] |f:2.3.4|. Procedure: Heat a mixture of (S)-tert-butyl 4-(4-chlorophthalazin-1-yl)-3-methylpiperazine-1-carboxylate (4.0 g, 11.0 mmol), 4-cyanophenylboronic acid (2.43 g, 16.5 mmol), cesium carbonate (14.4 g, 44.1 mmol), and (SP-4-1)-bis[bis(1,1-dimethylethyl)(4-methoxyphenyl)phosphine-κP]dichloro-palladium (J. Org. Chem. 2007, 72, 5104-5112) (75.4 mg, 0.11 mmol) in 1,4-dioxane (80 mL) and water (20 mL) at 90° C. overnight. Partition the reaction mixture between water and CH2Cl2. Extract the aqueous layer with CH2Cl2... Yields the product Nc1cc(-c2ccccc2)cnc1[N+](=O)[O-]. RXN SMILES: [Br:1][c:2]1[cH:3][c:4]([NH2:11])[c:5]([N+:8](=[O:9])[O-:10])[n:6][cH:7]1.[CH2:104]1[O:105][CH2:106][CH2:107][CH2:108]1.[K+:21].[K+:22].[O-:23][C:24]([O-:25])=[O:26].[OH:12][B:13]([OH:14])[c:15]1[cH:16][cH:17][cH:18][cH:19][cH:20]1.[cH:27]1[cH:28][cH:29][c:30]([P:31]([Pd:32]([P:33]([c:34]2[cH:35][cH:36][cH:37][cH:38][cH:39]2)([c:40]2[cH:41][cH:42][cH:43][cH:44][cH:45]2)[c:46]2[cH:47][cH:48][cH:49][cH:50][cH:51]2)([P:52]([c:53]2[cH:54][cH:55][cH:56][cH:57][cH:58]2)([c:59]2[cH:60][cH:61][cH:62][cH:63][cH:64]2)[c:65]2[cH:66][cH:67][cH:68][cH:69][cH:70]2)[P:71]([c:72]2[cH:73][cH:74][cH:75][cH:76][cH:77]2)([c:78]2[cH:79][cH:80][cH:81][cH:82][cH:83]2)[c:84]2[cH:85][cH:86][cH:87][cH:88][cH:89]2)([c:90]2[cH:91][cH:92][cH:93][cH:94][cH:95]2)[c:96]2[cH:97][cH:98][cH:99][cH:100][cH:101]2)[cH:102][cH:103]1>>[c:2]1(-[c:15]2[cH:16][cH:17][cH:18][cH:19][cH:20]2)[cH:3][c:4]([NH2:11])[c:5]([N+:8](=[O:9])[O-:10])[n:6][cH:7]1. Starting materials: Nc1cc(Br)cnc1[N+](=O)[O-], C1CCOC1, [K+], [K+], O=C([O-])[O-], OB(O)c1ccccc1, c1ccc(P(c2ccccc2)(c2ccccc2)[Pd](P(c2ccccc2)(c2ccccc2)c2ccccc2)(P(c2ccccc2)(c2ccccc2)c2ccccc2)P(c2ccccc2)(c2ccccc2)c2ccccc2)cc1. Starting materials: FC(C=1C=C(C=NC1)B(O)O)(F)F ([5-(trifluoromethyl)pyridin-3-yl]boronic acid), C([O-])([O-])=O.[Cs+].[Cs+] (cesium carbonate), C(C)(C)(C)OC(=O)N(C(=O)[O-])C=1SC[C@H]2[C@@](N1)(CO[C@@H]2C)C2=C(C=CC(=C2)Br)F (tert-Butyl[(4aS,5R,7aS)-7a-(5-bromo-2-fluorophenyl)-5-methyl-4a,5,7,7a-tetrahydro-4H-furo[3,4-d][1,3]thiazin-2-yl]imidodicarbonate), O (water). The reagents and catalysts are Cl[Pd]Cl.C1(=CC=CC=C1)P(C1=CC=CC=C1)C1=CC=CC=C1 (dichloropalladium triphenylphosphane). Run in C(C)O (ethanol), COCCOC (1,2-dimethoxyethane), C(=O)(O)[O-].[Na+] (NaHCO3). Conditions: temperature 100 celsius, time 1 hour. The product is FC1=C(C=C(C=C1)C=1C=NC=C(C1)C(F)(F)F)[C@@]12N=C(SC[C@@H]1[C@H](OC2)C)N ((4aS,5R,7aS)-7a-(2-Fluoro-5-(5-(trifluoromethyl)pyridine-3-yl)phenyl)-5-methyl-4a,5,7,7a-tetrahydro-4H-furo[3,4-d][1,3]thiazin-2-amine). Isolated yield 25.0%. As a reaction SMILES: C(OC([N:8]([C:12]1[S:13][CH2:14][C@@H:15]2[C@@H:20]([CH3:21])[O:19][CH2:18][C@:16]2([C:22]2[CH:27]=[C:26](Br)[CH:25]=[CH:24][C:23]=2[F:29])[N:17]=1)C([O-])=O)=O)(C)(C)C.O.[F:31][C:32]([F:43])([F:42])[C:33]1[CH:34]=[C:35](B(O)O)[CH:36]=[N:37][CH:38]=1.C(=O)([O-])[O-].[Cs+].[Cs+]>COCCOC.C([O-])(O)=O.[Na+].Cl[Pd]Cl.C1(P(C2C=CC=CC=2)C2C=CC=CC=2)C=CC=CC=1.C(O)C>[F:29][C:23]1[CH:24]=[CH:25][C:26]([C:35]2[CH:36]=[N:37][CH:38]=[C:33]([C:32]([F:43])([F:42])[F:31])[CH:34]=2)=[CH:27][C:22]=1[C@:16]12[CH2:18][O:19][C@H:20]([CH3:21])[C@H:15]1[CH2:14][S:13][C:12]([NH2:8])=[N:17]2 |f:3.4.5,7.8,9.10|. Procedure: tert-Butyl[(4aS,5R,7aS)-7a-(5-bromo-2-fluorophenyl)-5-methyl-4a,5,7,7a-tetrahydro-4H-furo[3,4-d][1,3]thiazin-2-yl]imidodicarbonate (0.15 g, 0.34 mmol) was dissolved in 1,2-dimethoxyethane (1.5 mL), water (0.7 mL) and ethanol (0.5 mL). The resulting solution was heated to 100° C. and to it was added [5-(trifluoromethyl)pyridin-3-yl]boronic acid (0.32 g, 1.68 mmol), cesium carbonate (0.659 g, 2.02 mmol) and dichloropalladium-triphenylphosphane (0.047 g, 0.067 mmol) and the reaction was stirred at ... Starting materials: C(CC)N1C=NC=C1C[S@](=O)C1=CC=C(N)C=C1 ((S)-4-(((1-propylimidazol-5-yl)methyl)sulfinyl)aniline), C(CCC)OCCOC1=CC=C(C=C1)C1=CC2=C(N(CCCC(=C2)C(=O)O)CCC)N=C1 (3-[4-(2-butoxyethoxy)phenyl]-10-propyl-7,8,9,10-tetrahydropyrido[2,3-b]azocine-6-carboxylic acid), CN(C)C=O (DMF), C(C(=O)Cl)(=O)Cl (oxalyl chloride). Run in O1CCCC1 (tetrahydrofuran), N1=CC=CC=C1 (pyridine), ClCCl (dichloromethane), O (water). Conditions: time 30 minute. Product: C(CCC)OCCOC1=CC=C(C=C1)C1=CC2=C(N(CCCC(=C2)C(=O)NC2=CC=C(C=C2)[S@@](=O)CC2=CN=CN2CCC)CCC)N=C1 ((S)-3-[4-(2-butoxyethoxy)phenyl]-10-propyl-N-[4-[[(1-propyl-1H-imidazol-5-yl)methyl]sulfinyl]phenyl]-7,8,9,10-tetrahydropyrido[2,3-b]azocine-6-carboxamide). As a reaction SMILES: [CH2:1]([O:5][CH2:6][CH2:7][O:8][C:9]1[CH:14]=[CH:13][C:12]([C:15]2[CH:32]=[N:31][C:18]3[N:19]([CH2:28][CH2:29][CH3:30])[CH2:20][CH2:21][CH2:22][C:23]([C:25](O)=[O:26])=[CH:24][C:17]=3[CH:16]=2)=[CH:11][CH:10]=1)[CH2:2][CH2:3][CH3:4].CN(C=O)C.C(Cl)(=O)C(Cl)=O.[CH2:44]([N:47]1[C:51]([CH2:52][S@@:53]([C:55]2[CH:61]=[CH:60][C:58]([NH2:59])=[CH:57][CH:56]=2)=[O:54])=[CH:50][N:49]=[CH:48]1)[CH2:45][CH3:46]>ClCCl.O1CCCC1.O.N1C=CC=CC=1>[CH2:1]([O:5][CH2:6][CH2:7][O:8][C:9]1[CH:10]=[CH:11][C:12]([C:15]2[CH:32]=[N:31][C:18]3[N:19]([CH2:28][CH2:29][CH3:30])[CH2:20][CH2:21][CH2:22][C:23]([C:25]([NH:59][C:58]4[CH:60]=[CH:61][C:55]([S@:53]([CH2:52][C:51]5[N:47]([CH2:44][CH2:45][CH3:46])[CH:48]=[N:49][CH:50]=5)=[O:54])=[CH:56][CH:57]=4)=[O:26])=[CH:24][C:17]=3[CH:16]=2)=[CH:13][CH:14]=1)[CH2:2][CH2:3][CH3:4]. Procedure details: (S)-4-(((1-propylimidazol-5-yl)methyl)sulfinyl)aniline di-p-toluoyl-D-tartrate monohydrate (495 mg) was dissolved in ethyl acetate (5 ml) and 1 N hydrochloric acid (2.52 ml), followed by separation. To the aqueous layer was added an aqueous 25% potassium carbonate solution (2.52 ml), followed by extraction with 2-propanol-ethyl acetate (1:4) twice. The organic layers were combined, washed with saturated brine and dried over magnesium sulfate, and then the solvent was distilled off under reduced ... The reactants are C(C)OCC (Ethyl ether), Cl (hydrochloric acid), CO (methanol), C(C)OCC (ethyl ether), acid chloride, C1(=CC=C(C=C1)CC(=O)O)C1=CC=CC=C1 (4-biphenylylacetic acid). The reagents and catalysts are [Li].[Cu] (copper lithium). Solvent: S(=O)(Cl)Cl (thionyl chloride). Conditions: temperature 80 celsius. Yields the product C1(=CC=C(C=C1)CC(C)=O)C1=CC=CC=C1 (1-(4-biphenylyl)-2-propanone). Isolated yield 96.0%. As a reaction SMILES: [C:1]1([C:11]2[CH:16]=[CH:15][CH:14]=[CH:13][CH:12]=2)[CH:6]=[CH:5][C:4]([CH2:7][C:8]([OH:10])=O)=[CH:3][CH:2]=1.[CH2:17](OCC)C.CO.Cl>S(Cl)(Cl)=O.[Li].[Cu]>[C:1]1([C:11]2[CH:16]=[CH:15][CH:14]=[CH:13][CH:12]=2)[CH:2]=[CH:3][C:4]([CH2:7][C:8](=[O:10])[CH3:17])=[CH:5][CH:6]=1 |f:5.6,^1:28|. Procedure: 10.5 g of 4-biphenylylacetic acid was dissolved in 50 ml of thionyl chloride, and the solution was heated at 80° C. for 3 hours. Then, excess thionyl chloride was distilled off under reduced pressure. Benzene was added to the residue, and the solvent was again distilled off. This operation was repeated again. Then, the formed acid chloride was dissolved in 100 ml of ethyl ether. Separately, 23.7 g of cuprous iodide was suspended in 50 ml of ethyl ether, and 166 ml of a 1.5M methyllithium-ethyl e... Reactants: BrC1=C(C=CC=C1)O (2-Bromophenol), C1(=CC=CC=C1)P(C1=CC=CC=C1)C1=CC=CC=C1 (triphenylphosphine), N(=NC(=O)OC(C)C)C(=O)OC(C)C (diisopropyl azodicarboxylate), FC1=CC=C(CCO)C=C1 (4-fluorophenethyl alcohol). Solvent: O1CCCC1 (tetrahydrofuran). Run at time 3 hour. Product: FC1=CC=C(C=C1)CCOC1=C(C=CC=C1)Br (2-(2-[4-Fluorophenyl]ethoxy)bromobenzene). Isolated yield 75.7%. As a reaction SMILES: [Br:1][C:2]1[CH:7]=[CH:6][CH:5]=[CH:4][C:3]=1[OH:8].C1(P(C2C=CC=CC=2)C2C=CC=CC=2)C=CC=CC=1.[F:28][C:29]1[CH:37]=[CH:36][C:32]([CH2:33][CH2:34]O)=[CH:31][CH:30]=1.N(C(OC(C)C)=O)=NC(OC(C)C)=O>O1CCCC1>[F:28][C:29]1[CH:37]=[CH:36][C:32]([CH2:33][CH2:34][O:8][C:3]2[CH:4]=[CH:5][CH:6]=[CH:7][C:2]=2[Br:1])=[CH:31][CH:30]=1. Procedure: 2-Bromophenol (3.46 g) was mixed with tetrahydrofuran (60 ml) and triphenylphosphine (6.3 g) was added along with 4-fluorophenethyl alcohol (4.2 g). The mixture was cooled in an ice bath before dropwise addition of diisopropyl azodicarboxylate (4.85 g). The mixture was allowed to warm to room temperature over 18 h. The mixture was evaporated and diethyl ether (100 ml) was added. Stirring was continued for 3 h, the mixture was filtered and the filtrate was evaporated. The product was purified by ... The reactants are COc1ccc(CN2C(=O)N(Cc3cc(C(F)(F)F)cc(C(F)(F)F)c3)CC2c2cc(C(F)(F)F)ccc2-c2cc(C(C)C)c(F)cc2OC)cc1, O=C(O)C(F)(F)F. Yields the product COc1cc(F)c(C(C)C)cc1-c1ccc(C(F)(F)F)cc1C1CN(Cc2cc(C(F)(F)F)cc(C(F)(F)F)c2)C(=O)N1. RXN SMILES: [F:1][C:2]([c:3]1[cH:4][c:5]([CH2:6][N:7]2[C:8](=[O:43])[N:9]([CH2:34][c:35]3[cH:36][cH:37][c:38]([O:39][CH3:40])[cH:41][cH:42]3)[CH:10]([c:12]3[c:13](-[c:22]4[c:23]([O:32][CH3:33])[cH:24][c:25]([F:31])[c:26]([CH:28]([CH3:29])[CH3:30])[cH:27]4)[cH:14][cH:15][c:16]([C:18]([F:19])([F:20])[F:21])[cH:17]3)[CH2:11]2)[cH:44][c:45]([C:47]([F:48])([F:49])[F:50])[cH:46]1)([F:51])[F:52].[F:53][C:54]([F:55])([F:56])[C:57]([OH:58])=[O:59]>>[F:1][C:2]([c:3]1[cH:4][c:5]([CH2:6][N:7]2[C:8](=[O:43])[NH:9][CH:10]([c:12]3[c:13](-[c:22]4[c:23]([O:32][CH3:33])[cH:24][c:25]([F:31])[c:26]([CH:28]([CH3:29])[CH3:30])[cH:27]4)[cH:14][cH:15][c:16]([C:18]([F:19])([F:20])[F:21])[cH:17]3)[CH2:11]2)[cH:44][c:45]([C:47]([F:48])([F:49])[F:50])[cH:46]1)([F:51])[F:52]. Reactants: O=C1C(=O)c2ccc(Br)cc2C2=C1SCC1(CCNCC1)O2, CC(C)(C)c1ccc(OCC2CO2)cc1. The product is CC(C)(C)c1ccc(OCC(O)CN2CCC3(CC2)CSC2=C(O3)c3cc(Br)ccc3C(=O)C2=O)cc1. Reaction SMILES: [Br:1][c:2]1[cH:3][cH:4][c:5]2[c:19]([cH:20]1)[C:9]1=[C:8]([C:7](=[O:21])[C:6]2=[O:22])[S:13][CH2:12][C:11]2([O:10]1)[CH2:14][CH2:15][NH:16][CH2:17][CH2:18]2.[C:23]([CH3:24])([CH3:25])([CH3:26])[c:27]1[cH:28][cH:29][c:30]([O:31][CH2:32][CH:33]2[O:34][CH2:35]2)[cH:36][cH:37]1>>[Br:1][c:2]1[cH:3][cH:4][c:5]2[c:19]([cH:20]1)[C:9]1=[C:8]([C:7](=[O:21])[C:6]2=[O:22])[S:13][CH2:12][C:11]2([O:10]1)[CH2:14][CH2:15][N:16]([CH2:35][CH:33]([CH2:32][O:31][c:30]1[cH:29][cH:28][c:27]([C:23]([CH3:24])([CH3:25])[CH3:26])[cH:37][cH:36]1)[OH:34])[CH2:17][CH2:18]2. Reactants: O=P(C=1C=CC=CC1)(C2CCCCC2)C3CCCCC3. The reagents and catalysts are O=C(NC=1C=CC=CC1C=2C=NC(=CC2)C3=NC=CC=C3)NC4CCCCC4, O1B(OC(C)(C)C1(C)C)B2OC(C)(C)C(O2)(C)C, C[OH2+].C[OH2+].C1CC=CCCC=C1.C1CC=CCCC=C1.[Ir].[Ir]. Solvent: C=1C=C(C=CC1C)C. Conditions: temperature 40 celsius, time 6 hour. The product is O=P(C=1C=CC=C(C1)B2OC(C)(C)C(O2)(C)C)(C3CCCCC3)C4CCCCC4. Isolated yield 43.0%.